Dataset: the Open Reaction Database (ORD), a public repository of structured organic reaction records. Task: describe an organic reaction: reactants, conditions, products, and yield Reactants: C(C)[Mg]Br (ethyl magnesium bromide), [OH-].[Na+] (NaOH), CN1C=NC(=C1)C#N (1-Methyl-1H-imidazole-4-carbonitrile), B(F)(F)F (BF3). The reagents and catalysts are CC([O-])C.[Ti+4].CC([O-])C.CC([O-])C.CC([O-])C (titanium isopropoxide). Solvent: C1CCOC1 (THF). Run at time 15 minute. The product is CN1C=NC(=C1)C1(CC1)N (1-(1-Methyl-1H-imidazol-4-yl) cyclopropanamine). RXN SMILES: [CH3:1][N:2]1[CH:6]=[C:5]([C:7]#[N:8])[N:4]=[CH:3]1.[CH2:9]([Mg]Br)[CH3:10].B(F)(F)F.[OH-].[Na+]>C1COCC1.CC(C)[O-].[Ti+4].CC(C)[O-].CC(C)[O-].CC(C)[O-]>[CH3:1][N:2]1[CH:6]=[C:5]([C:7]2([NH2:8])[CH2:10][CH2:9]2)[N:4]=[CH:3]1 |f:3.4,6.7.8.9.10|. Procedure details: 1-Methyl-1H-imidazole-4-carbonitrile (0.5 g, 4.6 mmol, 1 eq) was dissolved in THF, and to which titanium isopropoxide (1.6 g, 5.6 mmol, 2.5 eq) was added dropwise over 15 minutes. The mixture was stirred for 15 minutes at room temperature, and then ethyl magnesium bromide (1.6 g, 11.5 mmol, 2.5 eq) was added at room temperature over 15 minutes. The reaction mixture was stirred for 1 h. BF3 etherate (0.8 g, 5.6 mmol, 2.2 eq) was added and the mixture stirred at room temperature for 1 h. 1 N NaOH ... The reactants are C1(=CC=CC=C1)C=1C=CC=C(C1C(=O)OCC)O (ethyl 6-phenylsalicylate), O1CCOCCOCCOCCOCCOCC1 (1,4,7,10,13,16-hexaoxacyclooctadecane), [OH-].[K+] (potassium hydroxide), [OH-].[K+] (potassium hydroxide). The solvent is C(C)O (ethanol), O (water). Run at time 4 hour. Product: C1(=CC=CC=C1)C=1C=CC=C(C1C(=O)O)O (6-phenylsalicylic acid). Reaction SMILES: [C:1]1([C:7]2[CH:8]=[CH:9][CH:10]=[C:11]([OH:18])[C:12]=2[C:13]([O:15]CC)=[O:14])[CH:6]=[CH:5][CH:4]=[CH:3][CH:2]=1.O1CCOCCOCCOCCOCCOCC1.[OH-].[K+]>C(O)C.O>[C:1]1([C:7]2[CH:8]=[CH:9][CH:10]=[C:11]([OH:18])[C:12]=2[C:13]([OH:15])=[O:14])[CH:2]=[CH:3][CH:4]=[CH:5][CH:6]=1 |f:2.3|. Reported procedure: To a stirred solution of 3.3 grams (0.014 mole) of ethyl 6-phenylsalicylate in 30 mL of ethanol was added a catalytic amount of 1,4,7,10,13,16-hexaoxacyclooctadecane. This was followed by the addition of a solution of 2.0 grams (0.030 mole) of 85% potassium hydroxide in 15 mL of water. Upon completion of addition, the reaction mixture was warmed to reflux where it was stirred for 4 hours. The reaction mixture was allowed to cool to ambient temperature where it stood for about 18 hours. After thi... The reactants are ClC=1C=C(C=CC1Cl)S(=O)(=O)N1C(=CC2=CC(=CC=C12)OCC1=CC=CC=C1)C(=O)OC (methyl N-(3,4-dichlorophenylsulphonyl)-5-benzyloxyindole-2-carboxylate). Yields the product ClC=1C=C(C=CC1Cl)S(=O)(=O)N1C(=CC2=CC(=CC=C12)O)C(=O)OC (Methyl N-(3,4-dichlorophenylsulphonyl)-5-hydroxyindole-2-carboxylate). Isolated yield 16.5%. Procedure: A suspension of 5% palladium on carbon in ethyl acetate (450 ml) and methyl N-(3,4-dichlorophenylsulphonyl)-5-benzyloxyindole-2-carboxylate(2.01 g) was stirred at 60° c under hydrogen at atmospheric pressure for 48 hours. The catalyst was removed by filtration and the filtrate concentrated in vacuo. The residue was purified by column chromatography using 20%ethyl acetate/isohexane as eluent to give the desired product as a gum (270 mg,16%). NMR: δ 3.85(s, 31H), 7.0 (m, 2H), 7.35 (s, 1H), 7.9 (m,... Reaction SMILES: [Cl:1][C:2]1[CH:3]=[C:4]([S:9]([N:12]2[C:20]3[C:15](=[CH:16][C:17]([O:21]CC4C=CC=CC=4)=[CH:18][CH:19]=3)[CH:14]=[C:13]2[C:29]([O:31][CH3:32])=[O:30])(=[O:11])=[O:10])[CH:5]=[CH:6][C:7]=1[Cl:8]>[Pd].C(OCC)(=O)C>[Cl:1][C:2]1[CH:3]=[C:4]([S:9]([N:12]2[C:20]3[C:15](=[CH:16][C:17]([OH:21])=[CH:18][CH:19]=3)[CH:14]=[C:13]2[C:29]([O:31][CH3:32])=[O:30])(=[O:11])=[O:10])[CH:5]=[CH:6][C:7]=1[Cl:8]. Run in C(C)(=O)OCC (ethyl acetate). Reaction conditions: time 48 hour. The reagents and catalysts are [Pd] (palladium on carbon). Reactants: CCOC(C)=O, C1CCNC1, CCCCCC, CC(C)O, [Cu]I, Ic1ccccc1, [K+], [K+], [K+], OCCO, O=P([O-])([O-])[O-]. Product: c1ccc(N2CCCC2)cc1. As a reaction SMILES: [C:27]([O:28][CH2:29][CH3:30])(=[O:31])[CH3:32].[CH2:9]1[CH2:10][CH2:11][NH:12][CH2:13]1.[CH3:33][CH2:34][CH2:35][CH2:36][CH2:37][CH3:38].[CH3:39][CH:40]([OH:41])[CH3:42].[Cu:25][I:26].[I:14][c:15]1[cH:16][cH:17][cH:18][cH:19][cH:20]1.[K+:6].[K+:7].[K+:8].[OH:21][CH2:22][CH2:23][OH:24].[P:1]([O-:2])([O-:3])([O-:4])=[O:5]>>[CH2:9]1[CH2:10][CH2:11][N:12]([c:15]2[cH:16][cH:17][cH:18][cH:19][cH:20]2)[CH2:13]1. The reactants are C(C)(=O)C1=CC2=C(N(C=N2)C2=CC(=CC=C2)C2CN(CCC2)C)C=C1 (5-Acetyl-1-[3-(1 -methylpiperidin-3-yl)phenyl]benzimidazole), [OH-].[Na+] (sodium hydroxide), C(OC)COC (dimethoxyethane). Run at temperature 80 celsius. The product is C(C)(=O)C1=CC2=C(N(C=N2)C2=CC(=CC=C2)N2CCNCC2)C=C1 (5-acetyl-1-(3-(piperazin-1-yl)phenyl)benzimidazole). Isolated yield 65.0%. As a reaction SMILES: [C:1]([C:4]1[CH:25]=[CH:24][C:7]2[N:8]([C:11]3[CH:16]=[CH:15][CH:14]=[C:13](C4CCCN(C)C4)[CH:12]=3)[CH:9]=[N:10][C:6]=2[CH:5]=1)(=[O:3])[CH3:2].[OH-].[Na+].[CH2:28]([CH2:31]OC)OC>>[C:1]([C:4]1[CH:25]=[CH:24][C:7]2[N:8]([C:11]3[CH:16]=[CH:15][CH:14]=[C:13]([N:8]4[CH2:31][CH2:28][NH:10][CH2:6][CH2:7]4)[CH:12]=3)[CH:9]=[N:10][C:6]=2[CH:5]=1)(=[O:3])[CH3:2] |f:1.2|. Reported procedure: To a solution of 5-acetyl-1-(3-(1-acetylpiperazin-4-yl)phenyl)benzimidazole (see Example 12) (8.3 g, 23.0 mmol) in dimethoxyethane (140 ml) was added aqueous sodium hydroxide (70 ml, 1M) and the mixture was heated to 80° C. overnight. The organic solvent was removed under reduced pressure and the residue was diluted with water and extracted with dichloromethane. The organic phase was concentrated and purified by column-chromatography on silica gel using a mixture of dichloromethane, methanol and... Starting materials: ClCCl, CC1(C)OCC(C(=O)O)O1, CCOC(C)=O, C(=NC1CCCCC1)=NC1CCCCC1, Nc1cc(N)cc([N+](=O)[O-])c1, c1ccncc1. The product is CC1(C)OCC(C(=O)Nc2cc(N)cc([N+](=O)[O-])c2)O1. Reaction SMILES: [CH2:37]([Cl:38])[Cl:39].[CH3:1][C:2]1([CH3:10])[O:3][CH2:4][CH:5]([C:7](=[O:8])[OH:9])[O:6]1.[CH3:46][CH2:47][O:48][C:49](=[O:50])[CH3:51].[CH:22]1([N:23]=[C:24]=[N:25][CH:26]2[CH2:27][CH2:28][CH2:29][CH2:30][CH2:31]2)[CH2:32][CH2:33][CH2:34][CH2:35][CH2:36]1.[NH2:11][c:12]1[cH:13][c:14]([N+:19](=[O:20])[O-:21])[cH:15][c:16]([NH2:18])[cH:17]1.[cH:40]1[cH:41][cH:42][n:43][cH:44][cH:45]1>>[CH3:1][C:2]1([CH3:10])[O:3][CH2:4][CH:5]([C:7](=[O:9])[NH:11][c:12]2[cH:13][c:14]([N+:19](=[O:20])[O-:21])[cH:15][c:16]([NH2:18])[cH:17]2)[O:6]1.